Dataset: the Open Reaction Database (ORD), a public repository of structured organic reaction records. Task: describe an organic reaction: reactants, conditions, products, and yield The reactants are O1C=C(C=C1)C=1OC(C(CN1)O)C1=CC=CC=C1 ((5RS, 6SR)-2-(3-furyl)-6-phenyl-5,6-dihydro-4H-1,3-oxazin-5-ol), C1(=CC=CC=C1)N=C=O (phenyl isocyanate). Yields the product O1C=C(C=C1)C=1OC(C(CN1)OC(NC1=CC=CC=C1)=O)C1=CC=CC=C1 ((5RS, 6SR)-2-(3-furyl)-6-phenyl-5-phenylcarbamoyloxy-5,6-dihydro-4H-1,3-oxazine). Yield: 40.0%. Reaction SMILES: [O:1]1[CH:5]=[CH:4][C:3]([C:6]2[O:7][CH:8]([C:13]3[CH:18]=[CH:17][CH:16]=[CH:15][CH:14]=3)[CH:9]([OH:12])[CH2:10][N:11]=2)=[CH:2]1.[C:19]1([N:25]=[C:26]=[O:27])[CH:24]=[CH:23][CH:22]=[CH:21][CH:20]=1>>[O:1]1[CH:5]=[CH:4][C:3]([C:6]2[O:7][CH:8]([C:13]3[CH:18]=[CH:17][CH:16]=[CH:15][CH:14]=3)[CH:9]([O:12][C:26](=[O:27])[NH:25][C:19]3[CH:24]=[CH:23][CH:22]=[CH:21][CH:20]=3)[CH2:10][N:11]=2)=[CH:2]1. Procedure: Working in a manner similar to that described in Example 12, but starting with (5RS, 6SR)-2-(3-furyl)-6-phenyl-5,6-dihydro-4H-1,3-oxazin-5-ol (2.6 g) and phenyl isocyanate (3.8 g), and after purification of the solid obtained by chromatography on a column (height: 30 cm; diameter: 4 cm) of silica (0.2-0.063 mm), eluting with a mixture of dichloroethane and ethyl acetate (90:10 by volume) and collecting 40-cc fractions, fractions 20 to 28 being combined and concentrated to dryness under reduced p...